From a dataset of the Open Reaction Database (ORD), a public repository of structured organic reaction records. describe an organic reaction: reactants, conditions, products, and yield The reactants are [H][H] (hydrogen), CC=1C=CC2=C(NC(=N2)C2=CC=CC=3C(C4=CC=CC=C4C23)=NO)C1 (4-(6-methyl-1H-benzimidazol-2-yl)-9H-fluoren -9-one oxime). The reagents and catalysts are [Ni] (nickel). The solvent is C(C)O (ethanol), O1CCCC1 (tetrahydrofuran). Run at temperature 60 celsius. Yields the product CC=1C=CC2=C(NC(=N2)C2=CC=CC=3C(C4=CC=CC=C4C23)N)C1 (4-(6-methyl-1H-benzimidazol-2-yl)-9H-fluorene-9(R,S)-amine). Yield: 75.2%. RXN SMILES: [H][H].[CH3:3][C:4]1[CH:5]=[CH:6][C:7]2[N:11]=[C:10]([C:12]3[C:24]4[C:23]5[C:18](=[CH:19][CH:20]=[CH:21][CH:22]=5)[C:17](=[N:25]O)[C:16]=4[CH:15]=[CH:14][CH:13]=3)[NH:9][C:8]=2[CH:27]=1>C(O)C.O1CCCC1.[Ni]>[CH3:3][C:4]1[CH:5]=[CH:6][C:7]2[N:11]=[C:10]([C:12]3[C:24]4[C:23]5[C:18](=[CH:19][CH:20]=[CH:21][CH:22]=5)[CH:17]([NH2:25])[C:16]=4[CH:15]=[CH:14][CH:13]=3)[NH:9][C:8]=2[CH:27]=1. Procedure details: The procedure used in Example 6 is followed. In a 100 ml autoclave, dissolve 1 g of 4-(6-methyl-1H-benzimidazol-2-yl)-9H-fluoren -9-one oxime (Z,E), obtained in the previous stage, in a mixture of 40 ml of ethanol and 40 ml of tetrahydrofuran, add a spatula of Raney activated nickel and then subject to an initial hydrogen pressure of 1 bar and heat the autoclave at 60° C. for 3 hours. After cooling, the volume of hydrogen absorbed is 142 ml. After filtration of the catalyst over Celite, the filt... Reactants: C(C1=CC=CC=C1)N1N=C(C=2C(=CC=CC12)N)C (1-benzyl-3-methyl-1H-indazol-4-amine), N=1C=C(N2C1C=CC=C2)C(=O)O (imidazo[1,2-a]pyridine-3-carboxylic acid). Product: CC1=NN(C=2C=CC=C(C12)N)CC=1C=NC(=CC1)C (3-methyl-1-((6-methylpyridin-3-yl)methyl)-1H-indazol-4-amine). The yield is 11.0%. As a reaction SMILES: [CH2:1]([N:8]1[C:16]2[CH:15]=[CH:14][CH:13]=[C:12]([NH2:17])[C:11]=2[C:10]([CH3:18])=[N:9]1)[C:2]1[CH:7]=[CH:6][CH:5]=[CH:4][CH:3]=1.[N:19]1C=C(C(O)=O)N2C=CC=CC=12>>[CH3:18][C:10]1[C:11]2[C:12]([NH2:17])=[CH:13][CH:14]=[CH:15][C:16]=2[N:8]([CH2:1][C:2]2[CH:7]=[N:19][C:5]([CH3:6])=[CH:4][CH:3]=2)[N:9]=1. Procedure details: Prepared according to the method of Example 80, replacing 7-(2-methoxyethoxy)imidazo[1,2-a]pyridine-3-carboxylic acid and 1-benzyl-3-methyl-1H-indazol-4-amine with imidazo[1,2-a]pyridine-3-carboxylic acid and 3-methyl-1-((6-methylpyridin-3-yl)methyl)-1H-indazol-4-amine (8 mg, 11% yield). MS (APCI) m/z=397 (M+H). The reactants are ClC=1C=2N(C=CN1)C(=NC2)C2=CC=C(C=C2)F (8-chloro-3-(4-fluorophenyl)-imidazo[1,5-a]pyrazine), CCN(C(C)C)C(C)C (DIPEA), Pd[PhCN]2Cl2, C(C)O (ethanol), [C]=O (carbon monoxide). Reagents/catalysts: C1=CC=C(C=C1)P([C-]2C=CC=C2)C3=CC=CC=C3.C1=CC=C(C=C1)P([C-]2C=CC=C2)C3=CC=CC=C3.[Fe+2] (dppf). Solvent: [Cl-].[Na+].O (brine). Run at temperature 80 celsius, time 24 hour. The product is C(C)OC(=O)C=1C=2N(C=CN1)C(=NC2)C2=CC=C(C=C2)F (3-(4-fluorophenyl)-imidazo[1,5-a]pyrazine-8-carboxylic acid ethyl ester). As a reaction SMILES: Cl[C:2]1[C:3]2[N:4]([C:8]([C:11]3[CH:16]=[CH:15][C:14]([F:17])=[CH:13][CH:12]=3)=[N:9][CH:10]=2)[CH:5]=[CH:6][N:7]=1.CCN([CH:24]([CH3:26])C)C(C)C.[C]=[O:28].[CH2:29]([OH:31])C>[Cl-].[Na+].O.C1C=CC(P(C2C=CC=CC=2)[C-]2C=CC=C2)=CC=1.C1C=CC(P(C2C=CC=CC=2)[C-]2C=CC=C2)=CC=1.[Fe+2]>[CH2:24]([O:28][C:29]([C:2]1[C:3]2[N:4]([C:8]([C:11]3[CH:16]=[CH:15][C:14]([F:17])=[CH:13][CH:12]=3)=[N:9][CH:10]=2)[CH:5]=[CH:6][N:7]=1)=[O:31])[CH3:26] |f:4.5.6,7.8.9,^3:26|. Reported procedure: A mixture of 8-chloro-3-(4-fluorophenyl)-imidazo[1,5-a]pyrazine (612 mg, 2.47 mmol), DIPEA (500 μL, 2.9 mmol), Pd[PhCN]2Cl2 (25 mg, 0.07 mmol), and dppf (50 mg, 0.09 mmol) in absolute ethanol (10 mL) in a pressure reactor with stirring and placed under 15 bars of carbon monoxide is warmed at 80° C. After 24 hours, the mixture is cooled to room temperature, returned to atmopheric pressure and opened. The mixture is diluted with brine (100 mL) and extracted with EtOAc (3×40 mL). The combined organ... The reactants are COC1=CC=C(C(C2=CC=C(C=C2)OC)(C2=CC=CC=C2)OC[C@@H]2[C@H]([C@@H]([C@@H](O2)N2C(=O)N=C(NC(C3=CC=CC=C3)=O)C=C2)F)O)C=C1 (1-[2-deoxy-5-O-(4,4'-dimethoxytrityl)-2-fluoro-β-D-arabinofuranosyl]-N4 -benzoylcytosine), [Si](C)(C)(C(C)(C)C)O[C@H]1C[C@@H](O[C@@H]1CO)N1C(=O)N=C(NC(C2=CC=CC=C2)=O)C=C1 (3'-O-t-butyldimethylsilyl-N4 -benzoyl-2'-deoxycytidine). Product: [Si](C)(C)(C(C)(C)C)O[C@H]1[C@@H]([C@@H](O[C@@H]1CO)N1C(=O)N=C(NC(C2=CC=CC=C2)=O)C=C1)F (1-(3-O-t-Butyldimethylsilyl-2-deoxy-2-fluoro-β-D-arabinofuranosyl)-N4 -benzoylcytosine). As a reaction SMILES: COC1C=CC(C([O:22][CH2:23][C@H:24]2[O:28][C@@H:27]([N:29]3[CH:44]=[CH:43][C:33]([NH:34][C:35](=[O:42])[C:36]4[CH:41]=[CH:40][CH:39]=[CH:38][CH:37]=4)=[N:32][C:30]3=[O:31])[C@@H:26]([F:45])[C@@H:25]2[OH:46])(C2C=CC=CC=2)C2C=CC(OC)=CC=2)=CC=1.[Si:49](O[C@@H]1[C@@H](CO)O[C@@H](N2C=CC(NC(=O)C3C=CC=CC=3)=NC2=O)C1)([C:52]([CH3:55])([CH3:54])[CH3:53])([CH3:51])[CH3:50]>>[Si:49]([O:46][C@@H:25]1[C@@H:24]([CH2:23][OH:22])[O:28][C@@H:27]([N:29]2[CH:44]=[CH:43][C:33]([NH:34][C:35](=[O:42])[C:36]3[CH:37]=[CH:38][CH:39]=[CH:40][CH:41]=3)=[N:32][C:30]2=[O:31])[C@H:26]1[F:45])([C:52]([CH3:55])([CH3:54])[CH3:53])([CH3:51])[CH3:50]. Procedure details: This compound is prepared from 1-[2-deoxy-5-O-(4,4'-dimethoxytrityl)-2-fluoro-β-D-arabinofuranosyl]-N4 -benzoylcytosine by the same procedure used for the preparation of 3'-O-t-butyldimethylsilyl-N4 -benzoyl-2'-deoxycytidine. Reactants: OCC=1C=C(C=CC1)C1=NNC(C2=CC=CC=C12)=O (4-(3-(Hydroxymethyl)phenyl)-2H-phthalazin-1-one), N1=C(C=C(C=C1C)C)C (2,4,6-collidine), S(=O)(=O)(C)Cl (mesyl chloride), [Cl-].[Li+] (lithium chloride). The solvent is O (water), CN(C=O)C (dimethylformamide). Reaction conditions: time 2 hour. Product: ClCC=1C=C(C=CC1)C1=NNC(C2=CC=CC=C12)=O (4-(3-(Chloromethyl)phenyl)-2H-phthalazin-1-one). RXN SMILES: O[CH2:2][C:3]1[CH:4]=[C:5]([C:9]2[C:18]3[C:13](=[CH:14][CH:15]=[CH:16][CH:17]=3)[C:12](=[O:19])[NH:11][N:10]=2)[CH:6]=[CH:7][CH:8]=1.N1C(C)=CC(C)=CC=1C.S([Cl:33])(C)(=O)=O.[Cl-].[Li+]>CN(C)C=O.O>[Cl:33][CH2:2][C:3]1[CH:4]=[C:5]([C:9]2[C:18]3[C:13](=[CH:14][CH:15]=[CH:16][CH:17]=3)[C:12](=[O:19])[NH:11][N:10]=2)[CH:6]=[CH:7][CH:8]=1 |f:3.4|. Procedure: To a solution of the compound prepared in example 1 (2.52 g) in dimethylformamide (30 ml) were added 2,4,6-collidine (3.96 ml), mesyl chloride (929 μl) and lithium chloride (593 mg). The mixture was stirred for 2 hours at room temperature. The reaction mixture was poured into water and the precipitate was collected by filtration. The precipitate was washed with water, methanol and ether to give the title compound (2.50 g) having the following physical data. Yields the product Nc1ncc(I)c2occ(-c3ccc4c(c3F)CCN4C(=O)Cc3cc(F)ccc3F)c12. Reactants: Nc1nccc2occ(-c3ccc4c(c3F)CCN4C(=O)Cc3cc(F)ccc3F)c12, O=C1CCC(=O)N1I, CN(C)C=O, O. RXN SMILES: [F:9][c:10]1[c:11]([CH2:17][C:18](=[O:19])[N:20]2[CH2:21][CH2:22][c:23]3[c:24]([F:39])[c:25](-[c:29]4[cH:30][o:31][c:32]5[c:33]4[c:34]([NH2:38])[n:35][cH:36][cH:37]5)[cH:26][cH:27][c:28]32)[cH:12][c:13]([F:16])[cH:14][cH:15]1.[O:1]=[C:2]1[N:3]([I:8])[C:4](=[O:5])[CH2:6][CH2:7]1.[O:41]=[CH:42][N:43]([CH3:44])[CH3:45].[OH2:40]>>[I:8][c:37]1[c:32]2[o:31][cH:30][c:29](-[c:25]3[c:24]([F:39])[c:23]4[c:28]([cH:27][cH:26]3)[N:20]([C:18]([CH2:17][c:11]3[c:10]([F:9])[cH:15][cH:14][c:13]([F:16])[cH:12]3)=[O:19])[CH2:21][CH2:22]4)[c:33]2[c:34]([NH2:38])[n:35][cH:36]1.